From a dataset of the Open Reaction Database (ORD), a public repository of structured organic reaction records. describe an organic reaction: reactants, conditions, products, and yield Reactants: COc1cc2c(cc1O[Si](C(C)C)(C(C)C)C(C)C)CC(C)(C)NC2, COc1cc(C(=O)Cl)cc(OC)c1OC, ClCCl, O. Yields the product COc1cc2c(cc1O[Si](C(C)C)(C(C)C)C(C)C)CC(C)(C)N(C(=O)c1cc(OC)c(OC)c(OC)c1)C2. Reaction SMILES: [CH3:1][O:2][c:3]1[c:4]([O:15][Si:16]([CH:17]([CH3:18])[CH3:19])([CH:20]([CH3:21])[CH3:22])[CH:23]([CH3:24])[CH3:25])[cH:5][c:6]2[c:11]([cH:12]1)[CH2:10][NH:9][C:8]([CH3:13])([CH3:14])[CH2:7]2.[CH3:26][O:27][c:28]1[cH:29][c:30]([C:31](=[O:32])[Cl:33])[cH:34][c:35]([O:39][CH3:40])[c:36]1[O:37][CH3:38].[Cl:42][CH2:43][Cl:44].[OH2:41]>>[CH3:1][O:2][c:3]1[c:4]([O:15][Si:16]([CH:17]([CH3:18])[CH3:19])([CH:20]([CH3:21])[CH3:22])[CH:23]([CH3:24])[CH3:25])[cH:5][c:6]2[c:11]([cH:12]1)[CH2:10][N:9]([C:31]([c:30]1[cH:29][c:28]([O:27][CH3:26])[c:36]([O:37][CH3:38])[c:35]([O:39][CH3:40])[cH:34]1)=[O:32])[C:8]([CH3:13])([CH3:14])[CH2:7]2. Reactants: Cl (hydrochloric acid), C(C)C1=NC2=CC=C(N=C2C(=C1)OCC1=CC=C(C=C1)C1=C(C=CC=C1)C=1N=NN(N1)C(C1=CC=CC=C1)(C1=CC=CC=C1)C1=CC=CC=C1)OC (2-ethyl-6-methoxy-4-[(2'-(2-triphenylmethyl-2H-tetrazol-5-yl)biphenyl-4-yl)methoxy]-1,5-naphthyridine). Solvent: CO (methanol). Reaction conditions: time 1 hour. Yields the product Cl.C(C)C1=NC2=CC=C(N=C2C(=C1)OCC1=CC=C(C=C1)C1=C(C=CC=C1)C1=NN=NN1)OC (2-ethyl-6-methoxy-4-[(2'-(1H-tetrazol-5-yl)-biphenyl-4-yl)methoxy]-1,5-naphthyridine hydrochloride). RXN SMILES: [ClH:1].[CH2:2]([C:4]1[CH:13]=[C:12]([O:14][CH2:15][C:16]2[CH:21]=[CH:20][C:19]([C:22]3[CH:27]=[CH:26][CH:25]=[CH:24][C:23]=3[C:28]3[N:29]=[N:30][N:31](C(C4C=CC=CC=4)(C4C=CC=CC=4)C4C=CC=CC=4)[N:32]=3)=[CH:18][CH:17]=2)[C:11]2[C:6](=[CH:7][CH:8]=[C:9]([O:52][CH3:53])[N:10]=2)[N:5]=1)[CH3:3]>CO>[ClH:1].[CH2:2]([C:4]1[CH:13]=[C:12]([O:14][CH2:15][C:16]2[CH:21]=[CH:20][C:19]([C:22]3[CH:27]=[CH:26][CH:25]=[CH:24][C:23]=3[C:28]3[NH:29][N:30]=[N:31][N:32]=3)=[CH:18][CH:17]=2)[C:11]2[C:6](=[CH:7][CH:8]=[C:9]([O:52][CH3:53])[N:10]=2)[N:5]=1)[CH3:3] |f:3.4|. Procedure: Concentrated hydrochloric acid (20 ml) was added to a hot solution of 2-ethyl-6-methoxy-4-[(2'-(2-triphenylmethyl-2H-tetrazol-5-yl)biphenyl-4-yl)methoxy]-1,5-naphthyridine (A4) (9.4 g) in methanol (30 ml). The solution was cooled and left to stand for 1 hour. The precipitated solid was collected by filtration and washed with ethyl acetate (2×100 ml) to give 2-ethyl-6-methoxy-4-[(2'-(1H-tetrazol-5-yl)-biphenyl-4-yl)methoxy]-1,5-naphthyridine hydrochloride (5.4 g), as a white solid, m.p. 181°-182°... Reactants: C=CCOC(=O)N(Cc1cccc(-c2ccnc(NCCc3ccc(O)cc3)n2)c1)C(C)(C)C, ClCCl, CN1C(=O)CC(=O)N(C)C1=O, CCN(C(C)C)C(C)C, c1ccc(P(c2ccccc2)(c2ccccc2)[Pd](P(c2ccccc2)(c2ccccc2)c2ccccc2)(P(c2ccccc2)(c2ccccc2)c2ccccc2)P(c2ccccc2)(c2ccccc2)c2ccccc2)cc1. Product: CC(C)(C)NCc1cccc(-c2ccnc(NCCc3ccc(O)cc3)n2)c1. As a reaction SMILES: [CH2:1]([O:2][C:3](=[O:4])[N:6]([CH2:7][c:8]1[cH:9][c:10](-[c:14]2[n:15][c:16]([NH:20][CH2:21][CH2:22][c:23]3[cH:24][cH:25][c:26]([OH:29])[cH:27][cH:28]3)[n:17][cH:18][cH:19]2)[cH:11][cH:12][cH:13]1)[C:30]([CH3:31])([CH3:32])[CH3:33])[CH:5]=[CH2:34].[CH2:55]([Cl:56])[Cl:57].[CH3:44][N:45]1[C:46](=[O:47])[CH2:48][C:49](=[O:50])[N:51]([CH3:52])[C:53]1=[O:54].[CH:35]([N:36]([CH:37]([CH3:38])[CH3:39])[CH2:40][CH3:41])([CH3:42])[CH3:43].[cH:58]1[cH:59][cH:60][c:61]([P:62]([Pd:63]([P:64]([c:65]2[cH:66][cH:67][cH:68][cH:69][cH:70]2)([c:71]2[cH:72][cH:73][cH:74][cH:75][cH:76]2)[c:77]2[cH:78][cH:79][cH:80][cH:81][cH:82]2)([P:83]([c:84]2[cH:85][cH:86][cH:87][cH:88][cH:89]2)([c:90]2[cH:91][cH:92][cH:93][cH:94][cH:95]2)[c:96]2[cH:97][cH:98][cH:99][cH:100][cH:101]2)[P:102]([c:103]2[cH:104][cH:105][cH:106][cH:107][cH:108]2)([c:109]2[cH:110][cH:111][cH:112][cH:113][cH:114]2)[c:115]2[cH:116][cH:117][cH:118][cH:119][cH:120]2)([c:121]2[cH:122][cH:123][cH:124][cH:125][cH:126]2)[c:127]2[cH:128][cH:129][cH:130][cH:131][cH:132]2)[cH:133][cH:134]1>>[NH:6]([CH2:7][c:8]1[cH:9][c:10](-[c:14]2[n:15][c:16]([NH:20][CH2:21][CH2:22][c:23]3[cH:24][cH:25][c:26]([OH:29])[cH:27][cH:28]3)[n:17][cH:18][cH:19]2)[cH:11][cH:12][cH:13]1)[C:30]([CH3:31])([CH3:32])[CH3:33]. Solvent: C(C)#N (acetonitrile). Reported procedure: The title compound is prepared from 3-[3-(3-bromo-propoxy)-phenyl]-thieno[2,3-d]isoxazole, potassium carbonate, 2-(trifluoromethyl)benzylamine, and acetonitrile essentially as described above in example 56. Purity by LC/MS (APCI)=98%, [M+H]+=433. The reactants are BrCCCOC=1C=C(C=CC1)C1=NOC2=C1SC=C2 (3-[3-(3-bromo-propoxy)-phenyl]-thieno[2,3-d]isoxazole), C([O-])([O-])=O.[K+].[K+] (potassium carbonate), FC(C1=C(CN)C=CC=C1)(F)F (2-(trifluoromethyl)benzylamine). Reaction SMILES: Br[CH2:2][CH2:3][CH2:4][O:5][C:6]1[CH:7]=[C:8]([C:12]2[C:16]3[S:17][CH:18]=[CH:19][C:15]=3[O:14][N:13]=2)[CH:9]=[CH:10][CH:11]=1.C(=O)([O-])[O-].[K+].[K+].[F:26][C:27]([F:37])([F:36])[C:28]1[CH:35]=[CH:34][CH:33]=[CH:32][C:29]=1[CH2:30][NH2:31]>C(#N)C>[O:14]1[C:15]2[CH:19]=[CH:18][S:17][C:16]=2[C:12]([C:8]2[CH:7]=[C:6]([CH:11]=[CH:10][CH:9]=2)[O:5][CH2:4][CH2:3][CH2:2][NH:31][CH2:30][C:29]2[CH:32]=[CH:33][CH:34]=[CH:35][C:28]=2[C:27]([F:26])([F:36])[F:37])=[N:13]1 |f:1.2.3|. The product is O1N=C(C2=C1C=CS2)C=2C=C(OCCCNCC1=C(C=CC=C1)C(F)(F)F)C=CC2 ([3-(3-thieno[2,3-d]isoxazol-3-yl-phenoxy)-propyl]-(2-trifluoromethylbenzyl)-amine). Reaction SMILES: Br[C:2]1[S:3][C:4]2[CH:10]=[C:9]([C:11]([NH:13][C:14]3[CH:19]=[CH:18][C:17]([O:20][CH3:21])=[C:16]([O:22][CH3:23])[CH:15]=3)=[O:12])[CH:8]=[CH:7][C:5]=2[N:6]=1.[C:24]([O:28][C:29](=[O:35])[N:30]([CH2:32][CH2:33][NH2:34])[CH3:31])([CH3:27])([CH3:26])[CH3:25].O>CN1CCCC1=O>[CH3:23][O:22][C:16]1[CH:15]=[C:14]([NH:13][C:11]([C:9]2[CH:8]=[CH:7][C:5]3[N:6]=[C:2]([NH:34][CH2:33][CH2:32][N:30]([CH3:31])[C:29](=[O:35])[O:28][C:24]([CH3:25])([CH3:26])[CH3:27])[S:3][C:4]=3[CH:10]=2)=[O:12])[CH:19]=[CH:18][C:17]=1[O:20][CH3:21]. Reactants: O (water), BrC=1SC2=C(N1)C=CC(=C2)C(=O)NC2=CC(=C(C=C2)OC)OC (2-bromo-N-(3,4-dimethoxyphenyl)benzo[d]thiazole-6-carboxamide), C(C)(C)(C)OC(N(C)CCN)=O (N-(2-aminoethyl)-N-methyl carbamic acid tert-butyl ester), N—N-diisopropylethylamine. Solvent: CN1C(CCC1)=O (1-methyl-2-pyrrolidinone). Yields the product COC=1C=C(C=CC1OC)NC(=O)C1=CC2=C(N=C(S2)NCCN(C(OC(C)(C)C)=O)C)C=C1 (tert-butyl 2-(6-(3,4-dimethoxyphenylcarbamoyl)benzo[d]thiazol-2-ylamino)ethyl(methyl)carbamate). Procedure: A mixture of 2-bromo-N-(3,4-dimethoxyphenyl)benzo[d]thiazole-6-carboxamide (392.4 mg, 0.998 mmol), N-(2-aminoethyl)-N-methyl carbamic acid tert-butyl ester (193.4 mg, 1.11 mmol) and N—N-diisopropylethylamine (148.6 mg, 1.15 mmol) in 1-methyl-2-pyrrolidinone (3 mL) was stirred in a preheated oil bath at 120° C. for 4 h, then allowed to cool to room temperature, poured into water and extracted into ethyl acetate. The organic layer was washed with water, dried (sodium sulfate), filtered and concent... Reaction conditions: temperature 120 celsius, time 4 hour. Reactants: [N+](=O)(O[C@H]1C[C@H]2[C@@H]3CC45C([C@@]3(C)CC[C@@H]2[C@]2(CCCCC12)C)(OCCO4)OCCO5)[O-] (17,17-bis(ethylendioxy)androstane-6α-yl nitrate), [N+](=O)(O[C@H]1C[C@H]2[C@@H]3CCC([C@@]3(C)CC[C@@H]2[C@]2(CCC(CC12)=O)C)=O)[O-] (3,17-dioxoandrostane-6α-yl nitrate). The product is [N+](=O)(O[C@@H]1C[C@H]2[C@@H]3CCC([C@@]3(C)CC[C@@H]2[C@]2(CCC(CC12)=O)C)=O)[O-] (3,17-Dioxoandrostane-6-βyl nitrate). RXN SMILES: [N+]([O-])(O[C@@H]1C2[C@](C)(CCCC2)[C@@H]2[C@H]([C@H]3[C@@](CC2)(C)C24OCCOC2(OCCO4)C3)C1)=O.[N+:32]([O-:56])([O:34][C@@H:35]1[CH:52]2[C@:47]([CH3:54])([CH2:48][CH2:49][C:50](=[O:53])[CH2:51]2)[C@@H:46]2[C@H:37]([C@H:38]3[C@@:42]([CH2:44][CH2:45]2)([CH3:43])[C:41](=[O:55])[CH2:40][CH2:39]3)[CH2:36]1)=[O:33]>>[N+:32]([O-:56])([O:34][C@H:35]1[CH:52]2[C@:47]([CH3:54])([CH2:48][CH2:49][C:50](=[O:53])[CH2:51]2)[C@@H:46]2[C@H:37]([C@H:38]3[C@@:42]([CH2:44][CH2:45]2)([CH3:43])[C:41](=[O:55])[CH2:40][CH2:39]3)[CH2:36]1)=[O:33]. Reported procedure: Prepared in 75% yield from 3,3:17,17-bis(ethylendioxy)androstane-6α-yl nitrate following the procedure described above for the preparation of 3,17-dioxoandrostane-6α-yl nitrate (II-aa, Prepn 1). The crude product was purified by flash chromatography (SiO2, cyclo-hexane/acetone/CH2Cl2 70/15/15) to give II-ab. 1H-NMR (300 MHz, acetone-d6, ppm from TMS): δ 5.24 (ddd, 1H), 2.72 (dd, 1H), 2.57-0.96 (m, 19H), 1.25 (s, 3H), 0.90 (s, 3H). The reactants are [Br-], C#C[Mg+], C1CCOC1, CC1=C(CC=O)C2CCC1C2, Cl. Product: C#CC(O)CC1=C(C)C2CCC1C2. Reaction SMILES: [Br-:1].[C:2](#[CH:3])[Mg+:4].[CH2:17]1[O:18][CH2:19][CH2:20][CH2:21]1.[CH3:5][C:6]1=[C:7]([CH2:13][CH:14]=[O:15])[CH:8]2[CH2:9][CH2:10][CH:11]1[CH2:12]2.[ClH:16]>>[C:2](#[CH:3])[CH:14]([CH2:13][C:7]1=[C:6]([CH3:5])[CH:11]2[CH2:10][CH2:9][CH:8]1[CH2:12]2)[OH:15]. The reactants are BrC(Br)(Br)Br, CC(C)(C)OC(=O)NCCCO, CC#N, C1CCOC1, c1ccc(P(c2ccccc2)c2ccccc2)cc1. The product is CC(C)(C)OC(=O)NCCCBr. As a reaction SMILES: [C:1]([Br:2])([Br:3])([Br:4])[Br:5].[C:6]([CH3:7])([CH3:8])([CH3:9])[O:10][C:11](=[O:12])[NH:13][CH2:14][CH2:15][CH2:16][OH:17].[CH3:18][C:19]#[N:20].[O:21]1[CH2:22][CH2:23][CH2:24][CH2:25]1.[c:26]1([P:27]([c:28]2[cH:29][cH:30][cH:31][cH:32][cH:33]2)[c:34]2[cH:35][cH:36][cH:37][cH:38][cH:39]2)[cH:40][cH:41][cH:42][cH:43][cH:44]1>>[CH2:1]([Br:5])[CH2:15][CH2:14][NH:13][C:11]([O:10][C:6]([CH3:7])([CH3:8])[CH3:9])=[O:12]. Starting materials: C1(=CC=CS1)C(=O)Cl (2-Thenoyl chloride), CCOCC (ether), Cl.C(C)OC(CN)=O (glycine ethyl ester hydrochloride), C([O-])([O-])=O.[K+].[K+] (potassium carbonate). Yields the product C(C)OC(CNC(C1=CC=CS1)=O)=O (N-(2-thenoyl)glycine ethyl ester). Procedure: To a solution of glycine ethyl ester hydrochloride (22 g) and potassium carbonate (86 g) in water (600 ml) was added a mixture of benzene (600 ml) and ether (400 ml) and stirred at room temperature. 2-Thenoyl chloride (25 g) in benzene (100 ml) was added during a period of about 30 minutes under stirring and then the mixture was stirred for 2 hours at room temperature. The organic layer was separated and after dried over anhydrous sodium sulfate, concentrated under reduced pressure to give color... RXN SMILES: Cl.[CH2:2]([O:4][C:5](=[O:8])[CH2:6][NH2:7])[CH3:3].C(=O)([O-])[O-].[K+].[K+].CCOCC.[C:20]1([C:25](Cl)=[O:26])[S:24][CH:23]=[CH:22][CH:21]=1>O.C1C=CC=CC=1>[CH2:2]([O:4][C:5](=[O:8])[CH2:6][NH:7][C:25](=[O:26])[C:20]1[S:24][CH:23]=[CH:22][CH:21]=1)[CH3:3] |f:0.1,2.3.4|. Yield: 68.4%. The solvent is C1=CC=CC=C1 (benzene), C1=CC=CC=C1 (benzene), O (water). The reactants are CC(=O)OC(C)(C)C, [Li]CCCC, CC(C)NC(C)C, O=C1CN2CCC1CC2, C1CCOC1, O. The product is CC(C)(C)OC(=O)CC1(O)CN2CCC1CC2. As a reaction SMILES: [C:13]([CH3:14])(=[O:15])[O:16][C:17]([CH3:18])([CH3:19])[CH3:20].[CH2:8]([Li:9])[CH2:10][CH2:11][CH3:12].[CH:1]([NH:2][CH:3]([CH3:4])[CH3:5])([CH3:6])[CH3:7].[N:21]12[CH2:22][C:23](=[O:29])[CH:24]([CH2:25][CH2:26]1)[CH2:27][CH2:28]2.[O:30]1[CH2:31][CH2:32][CH2:33][CH2:34]1.[OH2:35]>>[C:13]([CH2:14][C:23]1([OH:29])[CH2:22][N:21]2[CH2:26][CH2:25][CH:24]1[CH2:27][CH2:28]2)(=[O:15])[O:16][C:17]([CH3:18])([CH3:19])[CH3:20].